From a dataset of the Open Reaction Database (ORD), a public repository of structured organic reaction records. describe an organic reaction: reactants, conditions, products, and yield The reactants are FC(C1=C(C(=C(C(=N1)C(F)(F)F)C(=O)OCC)C)SCC)F (6-(Difluoromethyl)-5-ethylthio-4-methyl-2-(trifluoromethyl)-3-pyridinecarboxylic acid, ethyl ester), C1=CC(=CC(=C1)Cl)C(=O)OO (MCPBA), mixture, C1=CC(=CC(=C1)Cl)C(=O)O (MCBA). The product is FC(C1=C(C(=C(C(=N1)C(F)(F)F)C(=O)OCC)C)S(=O)CC)F (6-(Difluoromethyl)-5-ethylsulfinyl-4-methyl-2-(trifluoromethyl)-3-pyridinecarboxylic acid, ethyl ester). As a reaction SMILES: [F:1][CH:2]([F:22])[C:3]1[N:8]=[C:7]([C:9]([F:12])([F:11])[F:10])[C:6]([C:13]([O:15][CH2:16][CH3:17])=[O:14])=[C:5]([CH3:18])[C:4]=1[S:19][CH2:20][CH3:21].C1C=C(Cl)C=C(C(OO)=[O:31])C=1.C1C=C(Cl)C=C(C(O)=O)C=1>>[F:22][CH:2]([F:1])[C:3]1[N:8]=[C:7]([C:9]([F:12])([F:10])[F:11])[C:6]([C:13]([O:15][CH2:16][CH3:17])=[O:14])=[C:5]([CH3:18])[C:4]=1[S:19]([CH2:20][CH3:21])=[O:31]. Procedure: Prepared from product of Example 4 (7.0 g, 20.4 mmol) and MCPBA (4.15 g of an 85% mixture with MCBA, 20.4 mmol) as described above. Recrystallization (ether) afforded the product as a white solid (6.74 g). The reactants are NC1=C(C=C(C(=O)OC)C=C1[N+](=O)[O-])NCC (Methyl 4-amino-3-(ethylamino)-5-nitrobenzoate), C(=O)O (formic acid). Run in CCOC(=O)C (AcOEt). Reaction conditions: temperature 100 celsius, time 45 minute. The product is C(C)N1C=NC2=C1C=C(C=C2[N+](=O)[O-])C(=O)OC (Methyl 1-ethyl-4-nitro-1H-benzimidazole-6-carboxylate). Yield: 79.0%. Reaction SMILES: [NH2:1][C:2]1[C:11]([N+:12]([O-:14])=[O:13])=[CH:10][C:5]([C:6]([O:8][CH3:9])=[O:7])=[CH:4][C:3]=1[NH:15][CH2:16][CH3:17].[CH:18](O)=O>CCOC(C)=O>[CH2:16]([N:15]1[C:3]2[CH:4]=[C:5]([C:6]([O:8][CH3:9])=[O:7])[CH:10]=[C:11]([N+:12]([O-:14])=[O:13])[C:2]=2[N:1]=[CH:18]1)[CH3:17]. Reported procedure: Methyl 4-amino-3-(ethylamino)-5-nitrobenzoate (D205) (850 mg, 3.55 mmol, 1 equiv) was dissolved in formic acid (20 ml) and the resulting solution was stirred at 100° C. for 45 min then cooled to room temperature and diluted with AcOEt (200 ml). The organic phase was washed with a 2N aqueous NaOH solution, dried over MgSO4 and concentrated in vacuo to give methyl 1-ethyl-4-nitro-1H-benzimidazole-6-carboxylate (D206) (700 mg, 79%) as a tan solid which was used in the next step without further puri... Procedure: To a solution of 4-fluoro-2-methylaniline (5.0 g, 40.0 mmol) in DCM (100 mL) at RT was added bromine (2.06 mL, 40.0 mmol). The reagent appeared to react instantly and a solid precipitate was formed. The reaction was filtered and washed with DCM to give 2-bromo-4-fluoro-6-methylaniline hydrobromide as a light tan solid. The reactants are FC1=CC(=C(N)C=C1)C (4-fluoro-2-methylaniline), BrBr (bromine). Yields the product Br.BrC1=C(N)C(=CC(=C1)F)C (2-bromo-4-fluoro-6-methylaniline hydrobromide). Reaction SMILES: [F:1][C:2]1[CH:8]=[CH:7][C:5]([NH2:6])=[C:4]([CH3:9])[CH:3]=1.[Br:10]Br>C(Cl)Cl>[BrH:10].[Br:10][C:7]1[CH:8]=[C:2]([F:1])[CH:3]=[C:4]([CH3:9])[C:5]=1[NH2:6] |f:3.4|. Solvent: C(Cl)Cl (DCM). Starting materials: Cl.ClC1=C(C(=CC=C1)Cl)NC(=NC)NC(=O)N (1-(2,6-dichlorophenyl-N'-methylamidino)urea hydrochloride). The solvent is [OH-].[Na+] (sodium hydroxide). Product: ClC1=C(C(=CC=C1)Cl)NC(=NC)NC(=O)N (1-(2,6-dichlorophenyl-N'-methylamidino)urea). RXN SMILES: Cl.[Cl:2][C:3]1[CH:8]=[CH:7][CH:6]=[C:5]([Cl:9])[C:4]=1[NH:10][C:11]([NH:14][C:15]([NH2:17])=[O:16])=[N:12][CH3:13]>[OH-].[Na+]>[Cl:2][C:3]1[CH:8]=[CH:7][CH:6]=[C:5]([Cl:9])[C:4]=1[NH:10][C:11]([NH:14][C:15]([NH2:17])=[O:16])=[N:12][CH3:13] |f:0.1,2.3|. Procedure: The free base is prepared by dissolving the above hydrochloride in 10% sodium hydroxide solution and extracting with ether. The ether is dried and evaporated to dryness to obtain 1-(2,6-dichlorophenyl-N'-methylamidino)urea. Reactants: CCCC[Sn](CCCC)(CCCC)c1cccnn1, Cc1ccccc1, O=C(CN1CCc2nc(Cl)ccc2C1)N1CCN(C2CCC2)CC1, c1ccc(P(c2ccccc2)(c2ccccc2)[Pd](P(c2ccccc2)(c2ccccc2)c2ccccc2)(P(c2ccccc2)(c2ccccc2)c2ccccc2)P(c2ccccc2)(c2ccccc2)c2ccccc2)cc1. The product is O=C(CN1CCc2nc(-c3cccnn3)ccc2C1)N1CCN(C2CCC2)CC1. RXN SMILES: [CH2:25]([Sn:26]([CH2:27][CH2:28][CH2:29][CH3:36])([c:30]1[n:31][n:32][cH:33][cH:34][cH:35]1)[CH2:37][CH2:38][CH2:39][CH3:40])[CH2:41][CH2:42][CH3:43].[CH3:44][c:45]1[cH:46][cH:47][cH:48][cH:49][cH:50]1.[Cl:1][c:2]1[n:3][c:4]2[c:9]([cH:10][cH:11]1)[CH2:8][N:7]([CH2:12][C:13](=[O:14])[N:15]1[CH2:16][CH2:17][N:18]([CH:21]3[CH2:22][CH2:23][CH2:24]3)[CH2:19][CH2:20]1)[CH2:6][CH2:5]2.[cH:51]1[cH:52][cH:53][c:54]([P:55]([Pd:56]([P:57]([c:58]2[cH:59][cH:60][cH:61][cH:62][cH:63]2)([c:64]2[cH:65][cH:66][cH:67][cH:68][cH:69]2)[c:70]2[cH:71][cH:72][cH:73][cH:74][cH:75]2)([P:76]([c:77]2[cH:78][cH:79][cH:80][cH:81][cH:82]2)([c:83]2[cH:84][cH:85][cH:86][cH:87][cH:88]2)[c:89]2[cH:90][cH:91][cH:92][cH:93][cH:94]2)[P:95]([c:96]2[cH:97][cH:98][cH:99][cH:100][cH:101]2)([c:102]2[cH:103][cH:104][cH:105][cH:106][cH:107]2)[c:108]2[cH:109][cH:110][cH:111][cH:112][cH:113]2)([c:114]2[cH:115][cH:116][cH:117][cH:118][cH:119]2)[c:120]2[cH:121][cH:122][cH:123][cH:124][cH:125]2)[cH:126][cH:127]1>>[c:2]1(-[c:30]2[n:31][n:32][cH:33][cH:34][cH:35]2)[n:3][c:4]2[c:9]([cH:10][cH:11]1)[CH2:8][N:7]([CH2:12][C:13](=[O:14])[N:15]1[CH2:16][CH2:17][N:18]([CH:21]3[CH2:22][CH2:23][CH2:24]3)[CH2:19][CH2:20]1)[CH2:6][CH2:5]2. The reactants are CC1=NC=C(C=C1)OC1=CC=CC=C1 (2-methyl-5-phenoxy-pyridine), ClC=1C=C(C(=O)OO)C=CC1 (3-chloroperoxybenzoic acid), S(=O)([O-])[O-].[Na+].[Na+] (sodium sulfite). The solvent is C(Cl)Cl (methylene chloride). Run at time 45 minute. Product: CC1=[N+](C=C(C=C1)OC1=CC=CC=C1)[O-] (2-methyl-5-phenoxy-pyridine 1-oxide). Yield: 86.3%. RXN SMILES: [CH3:1][C:2]1[CH:7]=[CH:6][C:5]([O:8][C:9]2[CH:14]=[CH:13][CH:12]=[CH:11][CH:10]=2)=[CH:4][N:3]=1.ClC1C=C(C=CC=1)C(OO)=[O:20].S([O-])([O-])=O.[Na+].[Na+]>C(Cl)Cl>[CH3:1][C:2]1[CH:7]=[CH:6][C:5]([O:8][C:9]2[CH:10]=[CH:11][CH:12]=[CH:13][CH:14]=2)=[CH:4][N+:3]=1[O-:20] |f:2.3.4|. Procedure: A mixture of 2-methyl-5-phenoxy-pyridine (3.6 g, 19 mmol) described in Manufacturing Example 121-1-1, 3-chloroperoxybenzoic acid (5.6 g, 33 mmol), and methylene chloride (80 mL) was stirred at room temperature for 45 minutes. Aqueous sodium sulfite was added to the reaction solution, and the organic layer was separated and was washed with 5 N aqueous sodium hydroxide (7 mL). The organic layer was dried over anhydrous magnesium sulfate, and then the solvent was evaporated under a reduced pressure... The reactants are [H-].[Na+] (Sodium hydride), O1CCCC1 (tetrahydrofuran), C(C=C)(=O)OC (methyl acrylate), S(=O)(=O)(C1=CC=C(C)C=C1)C[N+]#[C-] (tosylmethyl isocyanide). Run in O (water). The product is N1C=C(C=C1)C(=O)OC (methyl pyrrole-3-carboxylate). Reaction SMILES: [H-].[Na+].[C:3]([O:7][CH3:8])(=[O:6])[CH:4]=[CH2:5].S(C[N+:20]#[C-:21])(C1C=CC(C)=CC=1)(=O)=O.O1CCC[CH2:23]1>O>[NH:20]1[CH:21]=[CH:23][C:4]([C:3]([O:7][CH3:8])=[O:6])=[CH:5]1 |f:0.1|. Procedure: Sodium hydride (57% dispersion in oil, 10.5 g., 0.25 mole) was placed in a flame dried flask and washed twice with dry benzene. Dry tetrahydrofuran (400 ml.) was added to the flask and the resulting slurry stirred under nitrogen. A mixture of methyl acrylate (11.3 ml., 0.128 moles) and tosylmethyl isocyanide (25 g., 0.128 moles) in 120 ml. of tetrahydrofuran was then added dropwise over 30 minutes. The reaction was exothermic and the reaction mixture refluxed during this process. After stirring ... Reactants: N1C=NC=C1 (1H-imidazole), ClC1=NC2=C(N1)C=CC(=C2)CN2C=NC=C2 (2-chloro-5-(1H-imidazol-1-ylmethyl)-1H-benzimidazole). Solvent: C(C)O (ethanol), C([O-])([O-])=O.[K+].[K+] (potassium carbonate). Reaction conditions: time 1 hour. Product: N1(C=NC=C1)C1=NC2=C(N1)C=CC(=C2)CN2C=NC=C2 (2-(1H-imidazol-1-yl)-5-(1H-imidazol-1-ylmethyl)-1H-benzimidazole). Isolated yield 17.0%. As a reaction SMILES: [NH:1]1[CH:5]=[CH:4][N:3]=[CH:2]1.Cl[C:7]1[NH:11][C:10]2[CH:12]=[CH:13][C:14]([CH2:16][N:17]3[CH:21]=[CH:20][N:19]=[CH:18]3)=[CH:15][C:9]=2[N:8]=1>C(O)C.C(=O)([O-])[O-].[K+].[K+]>[N:1]1([C:7]2[NH:11][C:10]3[CH:12]=[CH:13][C:14]([CH2:16][N:17]4[CH:21]=[CH:20][N:19]=[CH:18]4)=[CH:15][C:9]=3[N:8]=2)[CH:5]=[CH:4][N:3]=[CH:2]1 |f:3.4.5|. Reported procedure: A mixture of 4.4 parts of 1H-imidazole and 5 parts of 2-chloro-5-(1H-imidazol-1-ylmethyl)-1H-benzimidazole was molten together for 1 hour at 140° C. The sticky mixture was taken up in a mixture of ethanol and potassium carbonate. The supernatant liquid was decanted and evaporated to dry. The residue was purified by column chromatography over silica gel using a mixture of trichloromethane, methanol and ammonium hydroxide (90:10:0.1 by volume) as eluent. The pure fractions were collected and the e... Starting materials: COC(C(C1=CC=C(C=C1)OCCOC1=CC2=CC=CC=C2C=C1)=O)=O (4-[[2-(2-naphthalenyloxy)ethyl]oxy]-alpha-oxobenzeneacetic acid methyl ester), [OH-].[Na+] (sodium hydroxide). The solvent is C(C)O (ethanol). Run at time 5 minute. Product: [Na+].C1=C(C=CC2=CC=CC=C12)OCCOC1=CC=C(C=C1)C(C(=O)[O-])=O (4-[[2-(2-naphthalenyloxy)ethyl]oxy]-alphaoxobenzeneacetic acid sodium salt). As a reaction SMILES: C[O:2][C:3](=[O:26])[C:4](=[O:25])[C:5]1[CH:10]=[CH:9][C:8]([O:11][CH2:12][CH2:13][O:14][C:15]2[CH:24]=[CH:23][C:22]3[C:17](=[CH:18][CH:19]=[CH:20][CH:21]=3)[CH:16]=2)=[CH:7][CH:6]=1.[OH-].[Na+:28]>C(O)C>[Na+:28].[CH:16]1[C:17]2[C:22](=[CH:21][CH:20]=[CH:19][CH:18]=2)[CH:23]=[CH:24][C:15]=1[O:14][CH2:13][CH2:12][O:11][C:8]1[CH:9]=[CH:10][C:5]([C:4](=[O:25])[C:3]([O-:26])=[O:2])=[CH:6][CH:7]=1 |f:1.2,4.5|. Procedure: A mixture of 4-[[2-(2-naphthalenyloxy)ethyl]oxy]-alpha-oxobenzeneacetic acid methyl ester (3.2 g) in 95% ethanol (700 mL) was heated at reflux and 1N sodium hydroxide (15 mL) was added dropwise. Heating was continued for five minutes and the resulting mixture was chilled in ice, filtered, washed with water and dried at 80° C. over phosphorus pentoxide at 0.1 mm to give 3.2 g of colorless 4-[[2-(2-naphthalenyloxy)ethyl]oxy]-alphaoxobenzeneacetic acid sodium salt, mp>295° C. with decomposition.